From a dataset of the Open Reaction Database (ORD), a public repository of structured organic reaction records. describe an organic reaction: reactants, conditions, products, and yield Starting materials: COC(C1=C(C(=CC(=C1)C=O)Br)OCC1=CC(=CC=C1)[N+](=O)[O-])=O (3-bromo-5-formyl-2-(3-nitro-benzyloxy)-benzoic acid methyl ester), C/C(=C\C#N)/N (3-aminocrotonitrile), C(CC)C1CC(CC(C1)=O)=O (5-propylcyclohexane-1,3-dione). Solvent: C(C)O (ethanol). Conditions: temperature 80 celsius. Yields the product COC(C1=C(C(=CC(=C1)C1C(=C(NC=2CC(CC(C12)=O)CCC)C)C#N)Br)OCC1=CC(=CC=C1)[N+](=O)[O-])=O (3-Bromo-5-(3-cyano-2-methyl-5-oxo-7-propyl-1,4,5,6,7,8-hexahydro-quinolin-4-yl)-2-(3-nitro-benzyloxy)-benzoic acid methyl ester). Reaction SMILES: [CH3:1][O:2][C:3](=[O:24])[C:4]1[CH:9]=[C:8]([CH:10]=O)[CH:7]=[C:6]([Br:12])[C:5]=1[O:13][CH2:14][C:15]1[CH:20]=[CH:19][CH:18]=[C:17]([N+:21]([O-:23])=[O:22])[CH:16]=1.[CH3:25]/[C:26](/[NH2:30])=[CH:27]\[C:28]#[N:29].[CH2:31]([CH:34]1[CH2:39][C:38](=[O:40])[CH2:37][C:36](=O)[CH2:35]1)[CH2:32][CH3:33]>C(O)C>[CH3:1][O:2][C:3](=[O:24])[C:4]1[CH:9]=[C:8]([CH:10]2[C:37]3[C:38](=[O:40])[CH2:39][CH:34]([CH2:31][CH2:32][CH3:33])[CH2:35][C:36]=3[NH:30][C:26]([CH3:25])=[C:27]2[C:28]#[N:29])[CH:7]=[C:6]([Br:12])[C:5]=1[O:13][CH2:14][C:15]1[CH:20]=[CH:19][CH:18]=[C:17]([N+:21]([O-:23])=[O:22])[CH:16]=1. Procedure: A mixture of 3-bromo-5-formyl-2-(3-nitro-benzyloxy)-benzoic acid methyl ester (788 mg), 3-aminocrotonitrile (165 mg) and 5-propylcyclohexane-1,3-dione (308 mg) in ethanol (5 ml) was heated at 80° C. for 17 h. The mixture was concentrated in vacuo. The residue was purified by preparative HPLC (Method B). The reactants are CS(=O)C (dimethylsulphoxide), C(C)(C)N(CC)C(C)C (diisopropylethylamine), NCCCCCCCCCN1CCC(CC1)CN1N=C(N=C1)C(O)(C1=CC=CC=C1)C1=CC=CC=C1 ((1-{[1-(9-aminononyl)piperidin-4-yl]methyl}-1H-1,2,4-triazol-3-yl)(diphenyl)methanol), C(C1=CC=CC=C1)OC=1C=CC(=C2C=CC(NC12)=O)[C@H](CBr)O[Si](C)(C)C(C)(C)C (8-(benzyloxy)-5-[(1R)-2-bromo-1-{[tert-butyl(dimethyl)silyl]oxy}ethyl]quinolin-2(1H)-one). Solvent: ClCCl (dichloromethane). Conditions: temperature 95 celsius, time 48 hour. The product is N (ammonia), C(C1=CC=CC=C1)OC=1C=CC(=C2C=CC(NC12)=O)[C@H](CNCCCCCCCCCN1CCC(CC1)CN1N=C(N=C1)C(C1=CC=CC=C1)(C1=CC=CC=C1)O)O[Si](C)(C)C(C)(C)C (8-(benzyloxy)-5-[(1R)-1-{[tert-butyl(dimethyl)silyl]oxy}-2-({9-[4-({3-[hydroxy(diphenyl)methyl]-1H-1,2,4-triazol-1-yl}methyl)piperidin-1-yl]nonyl}amino)ethyl]quinolin-2(1H)-one). As a reaction SMILES: [NH2:1][CH2:2][CH2:3][CH2:4][CH2:5][CH2:6][CH2:7][CH2:8][CH2:9][CH2:10][N:11]1[CH2:16][CH2:15][CH:14]([CH2:17][N:18]2[CH:22]=[N:21][C:20]([C:23]([C:31]3[CH:36]=[CH:35][CH:34]=[CH:33][CH:32]=3)([C:25]3[CH:30]=[CH:29][CH:28]=[CH:27][CH:26]=3)[OH:24])=[N:19]2)[CH2:13][CH2:12]1.[CH2:37]([O:44][C:45]1[CH:46]=[CH:47][C:48]([C@@H:56]([O:59][Si:60]([C:63]([CH3:66])([CH3:65])[CH3:64])([CH3:62])[CH3:61])[CH2:57]Br)=[C:49]2[C:54]=1[NH:53][C:52](=[O:55])[CH:51]=[CH:50]2)[C:38]1[CH:43]=[CH:42][CH:41]=[CH:40][CH:39]=1.CS(C)=O.C(N(C(C)C)CC)(C)C>ClCCl>[NH3:1].[CH2:37]([O:44][C:45]1[CH:46]=[CH:47][C:48]([C@@H:56]([O:59][Si:60]([C:63]([CH3:64])([CH3:66])[CH3:65])([CH3:62])[CH3:61])[CH2:57][NH:1][CH2:2][CH2:3][CH2:4][CH2:5][CH2:6][CH2:7][CH2:8][CH2:9][CH2:10][N:11]2[CH2:16][CH2:15][CH:14]([CH2:17][N:18]3[CH:22]=[N:21][C:20]([C:23]([OH:24])([C:25]4[CH:26]=[CH:27][CH:28]=[CH:29][CH:30]=4)[C:31]4[CH:32]=[CH:33][CH:34]=[CH:35][CH:36]=4)=[N:19]3)[CH2:13][CH2:12]2)=[C:49]2[C:54]=1[NH:53][C:52](=[O:55])[CH:51]=[CH:50]2)[C:38]1[CH:39]=[CH:40][CH:41]=[CH:42][CH:43]=1. Reported procedure: (1-{[1-(9-aminononyl)piperidin-4-yl]methyl}-1H-1,2,4-triazol-3-yl)(diphenyl)methanol (Preparation 28, 710 mg, 1.45 mmol) and 8-(benzyloxy)-5-[(1R)-2-bromo-1-{[tert-butyl(dimethyl)silyl]oxy}ethyl]quinolin-2(1H)-one (WO200509286, 708 mg, 1.45 mmol) were dissolved in dichloromethane (5 ml) and dimethylsulphoxide (100 μl) and diisopropylethylamine (253 μl) added. After stirring in a sealed vessel at 95° C. for 48 hours the solvent was removed in vacuo. The residue was purified by column chromatograp... Starting materials: O=C([O-])[O-], CCOC(C)=O, CN(C)C=O, [Cs+], [Cs+], CCCI, O, CCCc1nc(C)n(-c2ccc(O)cc2)c(=O)c1Cc1ccc(-c2ccccc2C#N)cc1. Yields the product CCCOc1ccc(-n2c(C)nc(CCC)c(Cc3ccc(-c4ccccc4C#N)cc3)c2=O)cc1. RXN SMILES: [C:38](=[O:39])([O-:40])[O-:41].[CH3:44][CH2:45][O:46][C:47](=[O:48])[CH3:49].[CH3:50][N:51]([CH3:52])[CH:53]=[O:54].[Cs+:42].[Cs+:43].[I:34][CH2:35][CH2:36][CH3:37].[OH2:55].[OH:1][c:2]1[cH:3][cH:4][c:5](-[n:8]2[c:9]([CH3:33])[n:10][c:11]([CH2:30][CH2:31][CH3:32])[c:12]([CH2:15][c:16]3[cH:17][cH:18][c:19](-[c:22]4[c:23]([C:28]#[N:29])[cH:24][cH:25][cH:26][cH:27]4)[cH:20][cH:21]3)[c:13]2=[O:14])[cH:6][cH:7]1>>[O:1]([c:2]1[cH:3][cH:4][c:5](-[n:8]2[c:9]([CH3:33])[n:10][c:11]([CH2:30][CH2:31][CH3:32])[c:12]([CH2:15][c:16]3[cH:17][cH:18][c:19](-[c:22]4[c:23]([C:28]#[N:29])[cH:24][cH:25][cH:26][cH:27]4)[cH:20][cH:21]3)[c:13]2=[O:14])[cH:6][cH:7]1)[CH2:35][CH2:36][CH3:37].